describe an organic reaction: reactants, conditions, products, and yield From a dataset of the Open Reaction Database (ORD), a public repository of structured organic reaction records. RXN SMILES: [Br:1][C:2]1[CH:7]=[CH:6][C:5]([CH2:8][CH2:9][C:10](N(OC)C)=[O:11])=[CH:4][CH:3]=1.[CH:16]1([Mg]Br)[CH2:21][CH2:20][CH2:19][CH2:18][CH2:17]1>CCOCC>[Br:1][C:2]1[CH:7]=[CH:6][C:5]([CH2:8][CH2:9][C:10]([CH:16]2[CH2:21][CH2:20][CH2:19][CH2:18][CH2:17]2)=[O:11])=[CH:4][CH:3]=1. Solvent: CCOCC (ether), CCOCC (ether). Procedure details: To a solution of 25.02 g 3-(4-Bromophenyl)-N-methoxy-N-methylpropanamide from Step A above in 500 mL anhydrous ether cooled in an ice bath was added 115 mL 2 M cyclohexylmagnesium bromide in ether over 30 minutes. The cooling bath was removed after finishing addition. After 75 minutes, an additional 30 mL 2 M cyclohexylmagnesium bromide in ether was added. The reaction mixture was stirred for 40 minutes and poured into a mixture containing 500 mL ether, 500 mL cold water, 200 mL saturated brine,... Starting materials: BrC1=CC=C(C=C1)CCC(=O)N(C)OC (3-(4-Bromophenyl)-N-methoxy-N-methylpropanamide), C1(CCCCC1)[Mg]Br (cyclohexylmagnesium bromide). Conditions: time 75 minute. Yields the product BrC1=CC=C(C=C1)CCC(=O)C1CCCCC1 (3-(4-Bromophenyl)-1-cyclohexylpropan-1-one).